From a dataset of the Open Reaction Database (ORD), a public repository of structured organic reaction records. describe an organic reaction: reactants, conditions, products, and yield The reactants are COC=1C=C(CC2NCCC3=CC(=C(C=C23)OC)OC)C=CC1 (1-(3-Methoxy-benzyl)-6,7-dimethoxy-1,2,3,4-tetrahydro-isoquinoline), BrCC(=O)Br (2-bromoacetyl bromide), CC=1C=C(CN)C=CC1 (3-methyl-benzylamine). Product: COC=1C=C(CC2N(CCC3=CC(=C(C=C23)OC)OC)CC(=O)NCC2=CC(=CC=C2)C)C=CC1 (2-[1-(3-Methoxy-benzyl)-6,7-dimethoxy-3,4-dihydro-1H-isoquinolin-2-yl]-N-(3-methyl-benzyl)-acetamide). RXN SMILES: [CH3:1][O:2][C:3]1[CH:4]=[C:5]([CH:21]=[CH:22][CH:23]=1)[CH2:6][CH:7]1[C:16]2[C:11](=[CH:12][C:13]([O:19][CH3:20])=[C:14]([O:17][CH3:18])[CH:15]=2)[CH2:10][CH2:9][NH:8]1.Br[CH2:25][C:26](Br)=[O:27].[CH3:29][C:30]1[CH:31]=[C:32]([CH:35]=[CH:36][CH:37]=1)[CH2:33][NH2:34]>>[CH3:1][O:2][C:3]1[CH:4]=[C:5]([CH:21]=[CH:22][CH:23]=1)[CH2:6][CH:7]1[C:16]2[C:11](=[CH:12][C:13]([O:19][CH3:20])=[C:14]([O:17][CH3:18])[CH:15]=2)[CH2:10][CH2:9][N:8]1[CH2:25][C:26]([NH:34][CH2:33][C:32]1[CH:35]=[CH:36][CH:37]=[C:30]([CH3:29])[CH:31]=1)=[O:27]. Procedure details: prepared by reaction of 1-(3-Methoxy-benzyl)-6,7-dimethoxy-1,2,3,4-tetrahydro-isoquinoline and 2-bromoacetyl bromide with 3-methyl-benzylamine The reactants are C(C(O)C)(=O)[O-] (lactate), O=C[C@H](O)[C@@H](O)[C@H](O)CO (xylose), CC1([C@@H](N2[C@H](S1)[C@@H](C2=O)NC(=O)[C@@H](C=3C=CC=CC3)N)C(=O)O)C (ampicillin), O=C[C@H](O)[C@@H](O)[C@H](O)CO (xylose), C[N+](C)(C)CC(=O)O (betaine), CC(C)S[C@H]1[C@@H]([C@H]([C@H]([C@H](O1)CO)O)O)O (IPTG), CC1([C@@H](N2[C@H](S1)[C@@H](C2=O)NC(=O)[C@@H](C=3C=CC=CC3)N)C(=O)O)C (ampicillin), C1COCCN1CCCS(=O)(=O)O (MOPS). Run at time 16 hour. Yields the product O=C[C@H](O)[C@@H](O)[C@H](O)CO (xylose), CC1([C@@H](N2[C@H](S1)[C@@H](C2=O)NC(=O)[C@@H](C=3C=CC=CC3)N)C(=O)O)C (ampicillin), CC(C)S[C@H]1[C@@H]([C@H]([C@H]([C@H](O1)CO)O)O)O (IPTG), C(C1=CC=CO1)=O (furfural). As a reaction SMILES: [O:1]=[CH:2][C@@H:3]([C@H:5]([C@@H:7]([CH2:9][OH:10])[OH:8])[OH:6])[OH:4].[CH3:11][C:12]1([CH3:34])[S:16][C@@H:15]2[C@H:17]([NH:20][C:21]([C@H:23]([NH2:30])[C:24]3[CH:25]=[CH:26][CH:27]=[CH:28][CH:29]=3)=[O:22])[C:18](=[O:19])[N:14]2[C@H:13]1[C:31]([OH:33])=[O:32].C1N(CCCS(O)(=O)=O)CCOC1.C([O-])(=O)C(C)O.C[N+](CC(O)=O)(C)C.[CH3:62][CH:63]([S:65][C@@H:66]1[O:71][C@H:70]([CH2:72][OH:73])[C@H:69]([OH:74])[C@H:68]([OH:75])[C@H:67]1[OH:76])[CH3:64]>>[O:1]=[CH:2][C@@H:3]([C@H:5]([C@@H:7]([CH2:9][OH:10])[OH:8])[OH:6])[OH:4].[CH3:11][C:12]1([CH3:34])[S:16][C@@H:15]2[C@H:17]([NH:20][C:21]([C@H:23]([NH2:30])[C:24]3[CH:29]=[CH:28][CH:27]=[CH:26][CH:25]=3)=[O:22])[C:18](=[O:19])[N:14]2[C@H:13]1[C:31]([OH:33])=[O:32].[CH3:64][CH:63]([S:65][C@@H:66]1[O:71][C@H:70]([CH2:72][OH:73])[C@H:69]([OH:74])[C@H:68]([OH:75])[C@H:67]1[OH:76])[CH3:62].[CH:2](=[O:1])[C:3]1[O:10][CH:9]=[CH:7][CH:5]=1. Procedure: Seed pre-cultures of strains containing pTrc99A or pLOI4319 were grown from plates using sealed culture tubes containing AM1 medium (20 g liter−1 xylose, 12.5 mg liter−1 ampicillin). MOPS buffer (100 mM; pH 7.0) was included for seed cultures of lactate strains XW068 and XW059. After incubation for 16 h, pre-inocula were diluted into 500-ml fermentation vessels containing 300 ml AM1 media (100 g liter−1 xylose, 1 mM betaine, 0.1 mM IPTG, 12.5 μg ml−1 ampicillin) to provide a starting density of ...